This data is from the Open Reaction Database (ORD), a public repository of structured organic reaction records. The task is: describe an organic reaction: reactants, conditions, products, and yield Starting materials: C(C)OC(=O)C12CN(CC2C1)C (3-methyl-3-azabicyclo[3.1.0]-hexane-1-carboxylic acid ethyl ester), Ba(OH)2, S(O)(O)(=O)=O (sulphuric acid), resultant mixture. Solvent: C(C)O (ethanol), O (water). Yields the product CN1CC2(CC2C1)C(=O)O (3-Methyl-3-azabicyclo[3.1.0]hexane-1carboxylic acid). As a reaction SMILES: C([O:3][C:4]([C:6]12[CH2:11][CH:10]1[CH2:9][N:8]([CH3:12])[CH2:7]2)=[O:5])C.S(=O)(=O)(O)O>C(O)C.O>[CH3:12][N:8]1[CH2:9][CH:10]2[C:6]([C:4]([OH:5])=[O:3])([CH2:11]2)[CH2:7]1. Procedure: A solution of 10 g of 3-methyl-3-azabicyclo[3.1.0]-hexane-1-carboxylic acid ethyl ester in 20 ml of ethanol is treated with a solution of 18.8 g of Ba(OH)2 ·8H2O in 500 ml of water. The resultant mixture is boiled under reflux for 15 hours. After cooling, the mixture is neutralized with 10% sulphuric acid. The resultant barium sulphate is filtered off. The filtrate is evaporated and taken up in methanol. After filtration through talc, the filtrate is concentrated to yield the title compound as c... The reactants are ClC1=NN2C(C(=CC=C2)NC2=C(C=CC=C2)CS(=O)(=O)C)=N1 ((2-chloro-[1,2,4]triazolo[1,5-a]pyridin-8-yl)-(2-methanesulfonylmethyl-phenyl)-amine), CN1CCC(CC1)C1=CC=C(C=C1)N (4-(1-methyl-piperidin-4-yl)-phenylamine), C1(CCCCC1)P(C1=C(C=CC=C1)C1=C(C=CC=C1)P(C1CCCCC1)C1CCCCC1)C1CCCCC1 (2,2′-bis-dicyclohexylphosphanyl-biphenyl). Yields the product CS(=O)(=O)CC1=C(C=CC=C1)NC=1C=2N(C=CC1)N=C(N2)NC2=CC=C(C=C2)C2CCN(CC2)C (N(8)-(2-Methanesulfonylmethyl-phenyl)-N(2)-[4-(1-methyl-piperidin-4-yl)-phenyl]-[1,2,4]triazolo[1,5-a]pyridine-2,8-diamine), foam. Yield: 15.0%. As a reaction SMILES: Cl[C:2]1[N:22]=[C:5]2[C:6]([NH:10][C:11]3[CH:16]=[CH:15][CH:14]=[CH:13][C:12]=3[CH2:17][S:18]([CH3:21])(=[O:20])=[O:19])=[CH:7][CH:8]=[CH:9][N:4]2[N:3]=1.[CH3:23][N:24]1[CH2:29][CH2:28][CH:27]([C:30]2[CH:35]=[CH:34][C:33]([NH2:36])=[CH:32][CH:31]=2)[CH2:26][CH2:25]1.C1(P(C2CCCCC2)C2C=CC=CC=2C2C=CC=CC=2P(C2CCCCC2)C2CCCCC2)CCCCC1>>[CH3:21][S:18]([CH2:17][C:12]1[CH:13]=[CH:14][CH:15]=[CH:16][C:11]=1[NH:10][C:6]1[C:5]2[N:4]([N:3]=[C:2]([NH:36][C:33]3[CH:34]=[CH:35][C:30]([CH:27]4[CH2:26][CH2:25][N:24]([CH3:23])[CH2:29][CH2:28]4)=[CH:31][CH:32]=3)[N:22]=2)[CH:9]=[CH:8][CH:7]=1)(=[O:20])=[O:19]. Procedure: N(8)-(2-Methanesulfonylmethyl-phenyl)-N(2)-[4-(1-methyl-piperidin-4-yl)-phenyl]-[1,2,4]triazolo[1,5-a]pyridine-2,8-diamine was prepared from (2-chloro-[1,2,4]triazolo[1,5-a]pyridin-8-yl)-(2-methanesulfonylmethyl-phenyl)-amine (75.0 mg, 0.223 mmol) and 4-(1-methyl-piperidin-4-yl)-phenylamine (47.0 mg, 0.247 mmol) with 2,2′-bis-dicyclohexylphosphanyl-biphenyl (25.0 mg, 0.0457 mmol) as the ligand in a manner analogous to Example 2d. Product isolated as a tan foam (0.016 g, 15%). 1H NMR (400 MHz, CD... Reactants: CCOC(=O)c1c[nH]c2c(OC)c(F)c(F)c([N+](=O)[O-])c2c1=O, CN(C)C=O. Yields the product CCOC(=O)c1c[nH]c2c(OC)c(F)c(F)c(N)c2c1=O. As a reaction SMILES: [F:1][c:2]1[c:3]([N+:21]([O-:22])=[O:23])[c:4]2[c:5](=[O:20])[c:6]([C:15](=[O:16])[O:17][CH2:18][CH3:19])[cH:7][nH:8][c:9]2[c:10]([O:13][CH3:14])[c:11]1[F:12].[O:24]=[CH:25][N:26]([CH3:27])[CH3:28]>>[F:1][c:2]1[c:3]([NH2:21])[c:4]2[c:5](=[O:20])[c:6]([C:15](=[O:16])[O:17][CH2:18][CH3:19])[cH:7][nH:8][c:9]2[c:10]([O:13][CH3:14])[c:11]1[F:12]. Reactants: COC1=C(CN(S(=O)(=O)C2=C(C=C(C(=C2)F)O[C@@H]2[C@H](C[C@@H](C2)O)C2=CC=NN2C)F)C2=NC=NC=C2)C=CC(=C1)OC (N-(2,4-dimethoxybenzyl)-2,5-difluoro-4-{[(1S*,2R*,4S*)-4-hydroxy-2-(1-methyl-1H-pyrazol-5-yl)cyclopentyl]oxy}-N-(pyrimidin-4-yl)benzenesulfonamide), S(=O)(=O)(OC)OC (dimethyl sulfate), [H-].[Na+] (sodium hydride). The solvent is C1CCOC1 (THF). Product: COC1=C(CN(S(=O)(=O)C2=C(C=C(C(=C2)F)O[C@@H]2[C@H](C[C@@H](C2)OC)C2=CC=NN2C)F)C2=NC=NC=C2)C=CC(=C1)OC (N-(2,4-dimethoxybenzyl)-2,5-difluoro-4-{[(1S*,2R*,4S*)-4-methoxy-2-(1-methyl-1H-pyrazol-5-yl)cyclopentyl]oxy}-N-(pyrimidin-4-yl)benzenesulfonamide). The yield is 52.7%. As a reaction SMILES: [CH3:1][O:2][C:3]1[CH:40]=[C:39]([O:41][CH3:42])[CH:38]=[CH:37][C:4]=1[CH2:5][N:6]([C:31]1[CH:36]=[CH:35][N:34]=[CH:33][N:32]=1)[S:7]([C:10]1[CH:15]=[C:14]([F:16])[C:13]([O:17][C@H:18]2[CH2:22][C@@H:21]([OH:23])[CH2:20][C@@H:19]2[C:24]2[N:28]([CH3:29])[N:27]=[CH:26][CH:25]=2)=[CH:12][C:11]=1[F:30])(=[O:9])=[O:8].S(OC)(O[CH3:47])(=O)=O.[H-].[Na+]>C1COCC1>[CH3:1][O:2][C:3]1[CH:40]=[C:39]([O:41][CH3:42])[CH:38]=[CH:37][C:4]=1[CH2:5][N:6]([C:31]1[CH:36]=[CH:35][N:34]=[CH:33][N:32]=1)[S:7]([C:10]1[CH:15]=[C:14]([F:16])[C:13]([O:17][C@H:18]2[CH2:22][C@@H:21]([O:23][CH3:47])[CH2:20][C@@H:19]2[C:24]2[N:28]([CH3:29])[N:27]=[CH:26][CH:25]=2)=[CH:12][C:11]=1[F:30])(=[O:8])=[O:9] |f:2.3|. Reported procedure: The reaction and aftertreatment were conducted in the same manner as in Example 1a by using the N-(2,4-dimethoxybenzyl)-2,5-difluoro-4-{[(1S*,2R*,4S*)-4-hydroxy-2-(1-methyl-1H-pyrazol-5-yl)cyclopentyl]oxy}-N-(pyrimidin-4-yl)benzenesulfonamide (114 mg, 0.185 mmol) prepared in Example 120c, dimethyl sulfate (17.9 μL, 0.189 mmol), sodium hydride (63%; 10.5 mg, 0.276 mmol) and THF (2.0 mL), to yield the title compound (60.0 mg, 51%) as a colorless oil. Reactants: CO, N#Cc1cc(F)c(N)cc1F. Product: NCc1cc(F)c(N)cc1F. RXN SMILES: [CH3:12][OH:13].[NH2:1][c:2]1[cH:3][c:4]([F:11])[c:5]([C:6]#[N:7])[cH:8][c:9]1[F:10]>>[NH2:1][c:2]1[cH:3][c:4]([F:11])[c:5]([CH2:6][NH2:7])[cH:8][c:9]1[F:10]. Reactants: COc1cc(B(O)O)cc(OC)c1OC, CCOC(=O)c1ccnc(Cl)c1. Yields the product CCOC(=O)c1ccnc(-c2cc(OC)c(OC)c(OC)c2)c1. RXN SMILES: [CH3:1][O:2][c:3]1[cH:4][c:5]([B:13]([OH:14])[OH:15])[cH:6][c:7]([O:11][CH3:12])[c:8]1[O:9][CH3:10].[Cl:16][c:17]1[cH:18][c:19]([C:20](=[O:21])[O:22][CH2:23][CH3:24])[cH:25][cH:26][n:27]1>>[CH3:1][O:2][c:3]1[cH:4][c:5](-[c:17]2[cH:18][c:19]([C:20](=[O:21])[O:22][CH2:23][CH3:24])[cH:25][cH:26][n:27]2)[cH:6][c:7]([O:11][CH3:12])[c:8]1[O:9][CH3:10]. Conditions: time 30 minute. RXN SMILES: [NH2:1][C:2]1[CH:7]=[CH:6][C:5]([OH:8])=[C:4]([F:9])[C:3]=1[F:10].NC1C(O)=C(F)C(F)=CC=1.CC(C)([O-])C.[K+].Cl[C:28]1[CH:33]=[CH:32][N:31]=[C:30]([C:34]([NH2:36])=[O:35])[CH:29]=1.[OH-].[Na+]>CS(C)=O>[NH2:1][C:2]1[CH:7]=[CH:6][C:5]([O:8][C:28]2[CH:33]=[CH:32][N:31]=[C:30]([C:34]([NH2:36])=[O:35])[CH:29]=2)=[C:4]([F:9])[C:3]=1[F:10] |f:2.3,5.6|. The reactants are aqueous solution, [OH-].[Na+] (sodium hydroxide), ClC1=CC(=NC=C1)C(=O)N (4-Chloropyridine-2-carboxamide), NC1=C(C(=C(C=C1)O)F)F (4-amino-2,3-difluorophenol), NC1=CC=C(C(=C1O)F)F (6-amino-2,3-difluorophenol), CC(C)([O-])C.[K+] (potassium tert-butoxide). The solvent is CS(=O)C (dimethyl sulfoxide). Product: NC1=C(C(=C(OC2=CC(=NC=C2)C(=O)N)C=C1)F)F (4-(4-Amino-2,3-diflurophenoxy)pyridine-2-carboxamide). Procedure: The mixture of 4-amino-2,3-difluorophenol and 6-amino-2,3-difluorophenol (3.52 g) was dissolved in dimethyl sulfoxide (30 ml) under a nitrogen flow, and potassium tert-butoxide (1.49 g) was added at room temperature, followed by stirring for 30 min. 4-Chloropyridine-2-carboxamide (947 mg) was added thereto, followed by stirring at 80° C. for 6 hr. Then the reaction mixture was stirred at 100° C. for 14 hr. The reaction mixture was allowed to cool down to room temperature, and a 1N aqueous soluti...